Dataset: the Open Reaction Database (ORD), a public repository of structured organic reaction records. Task: describe an organic reaction: reactants, conditions, products, and yield The reactants are COc1ccc(Br)c(CC2CCNCC2)c1, Cl, [Na+], [OH-]. Product: Oc1ccc(Br)c(CC2CCNCC2)c1. RXN SMILES: [Br:2][c:3]1[c:4]([CH2:5][CH:6]2[CH2:7][CH2:8][NH:9][CH2:10][CH2:11]2)[cH:12][c:13]([O:16][CH3:17])[cH:14][cH:15]1.[ClH:1].[Na+:19].[OH-:18]>>[Br:2][c:3]1[c:4]([CH2:5][CH:6]2[CH2:7][CH2:8][NH:9][CH2:10][CH2:11]2)[cH:12][c:13]([OH:16])[cH:14][cH:15]1. The reactants are ClCOC(C(C(F)(F)F)C(F)(F)F)(F)F (1-chloromethoxy-1,1-difluoro-2-trifluoromethyl-3,3,3-trifluoropropane), O (water), S(O)(O)(=O)=O (sulfuric acid). Conditions: time 20 hour. The product is FC(C(C(=O)OCCl)C(F)(F)F)(F)F (monochloromethyl 2-trifluoromethyl-3,3,3-trifluoropropanoate). Yield: 101.1%. RXN SMILES: [Cl:1][CH2:2][O:3][C:4](F)(F)[CH:5]([C:10]([F:13])([F:12])[F:11])[C:6]([F:9])([F:8])[F:7].O.S(=O)(=O)(O)[OH:18]>>[F:7][C:6]([F:9])([F:8])[CH:5]([C:10]([F:13])([F:12])[F:11])[C:4]([O:3][CH2:2][Cl:1])=[O:18]. Procedure details: In a four necked 1 liter flask equipped with a thermometer, a condenser and a stirrer, 1-chloromethoxy-1,1-difluoro-2-trifluoromethyl-3,3,3-trifluoropropane (276.6 g, 1.04 mol) and water (18.7 g, 1.04 mol) were charged, and concentrated sulfuric acid (74.8 g, 0.76 mol) was dropwise added thereto while stirring The reaction was continued at 110° C. for 20 hours. Then, the reaction mixture was distilled to give monochloromethyl 2-trifluoromethyl-3,3,3-trifluoropropanoate (187.8 g). Reactants: C=C(C)c1cnc(N2CCC(c3ccc(COc4ccc(S(C)(=O)=O)cc4)nc3)CC2)nc1, C, CO, [Pd]. Product: CC(C)c1cnc(N2CCC(c3ccc(COc4ccc(S(C)(=O)=O)cc4)nc3)CC2)nc1. RXN SMILES: [C:1](=[CH2:2])([CH3:3])[c:4]1[cH:5][n:6][c:7]([N:10]2[CH2:11][CH2:12][CH:13]([c:16]3[cH:17][cH:18][c:19]([CH2:22][O:23][c:24]4[cH:25][cH:26][c:27]([S:30](=[O:31])(=[O:32])[CH3:33])[cH:28][cH:29]4)[n:20][cH:21]3)[CH2:14][CH2:15]2)[n:8][cH:9]1.[C:36].[CH3:34][OH:35].[Pd:37]>>[CH:1]([CH3:2])([CH3:3])[c:4]1[cH:5][n:6][c:7]([N:10]2[CH2:11][CH2:12][CH:13]([c:16]3[cH:17][cH:18][c:19]([CH2:22][O:23][c:24]4[cH:25][cH:26][c:27]([S:30](=[O:31])(=[O:32])[CH3:33])[cH:28][cH:29]4)[n:20][cH:21]3)[CH2:14][CH2:15]2)[n:8][cH:9]1. The solvent is C1CCOC1 (THF), C1CCOC1 (THF), C1CCOC1 (THF). Run at time 3 hour. The product is BrC1=CC=CC(=N1)C(=O)C1=C(N=C(S1)NC(=O)C1=CC=NC=C1)C=1OC=CC1 (N-[5-(6-Bromopyridin-2-ylcarbonyl)-4-(2-furyl)thiazol-2-yl]pyridine-4-carboxamide). Reported procedure: A THF solution (10 mL) of 2,6-dibromopyridine (4.97 g, 21.0 mmol) was added to a 2.0 mol/L solution of isopropylmagnesium chloride in THF (9.56 mL, 10.1 mmol) at 0° C., followed by stirring for 3 hours at room temperature. A THF solution (5 mL) of Compound 98 (1.37 g, 3.82 mmol) was added dropwise to the reaction mixture, followed by stirring for 3 hours at room temperature. The reaction mixture was poured into a saturated aqueous solution of ammonium chloride, followed by extraction with ethyl ... Isolated yield 29.9%. Reactants: [Cl-].[NH4+] (ammonium chloride), O1C(=CC=C1)C=1N=C(SC1C(N(C)OC)=O)NC(=O)C1=CC=NC=C1 (N-[4-(2-Furyl)-5-(N-methoxy-N-methylcarbamoyl)thiazol-2-yl]pyridine-4-carboxamide), BrC1=NC(=CC=C1)Br (2,6-dibromopyridine), solution, C(C)(C)[Mg]Cl (isopropylmagnesium chloride). As a reaction SMILES: Br[C:2]1[CH:7]=[CH:6][CH:5]=[C:4]([Br:8])[N:3]=1.C([Mg]Cl)(C)C.[O:14]1[CH:18]=[CH:17][CH:16]=[C:15]1[C:19]1[N:20]=[C:21]([NH:30][C:31]([C:33]2[CH:38]=[CH:37][N:36]=[CH:35][CH:34]=2)=[O:32])[S:22][C:23]=1[C:24](=[O:29])N(OC)C.[Cl-].[NH4+]>C1COCC1>[Br:8][C:4]1[N:3]=[C:2]([C:24]([C:23]2[S:22][C:21]([NH:30][C:31]([C:33]3[CH:34]=[CH:35][N:36]=[CH:37][CH:38]=3)=[O:32])=[N:20][C:19]=2[C:15]2[O:14][CH:18]=[CH:17][CH:16]=2)=[O:29])[CH:7]=[CH:6][CH:5]=1 |f:3.4|.